This data is from the Open Reaction Database (ORD), a public repository of structured organic reaction records. The task is: describe an organic reaction: reactants, conditions, products, and yield The reactants are O.N1C(=O)NC(=O)C(=O)C1=O (alloxan monohydrate), C1(=CC=CC=C1)C (toluene), S(O)(O)(=O)=O (sulfuric acid), C1(=CC=CC=C1)C (toluene). Reagents/catalysts: [Hg] (mercury). The product is C1(=CC=C(C=C1)C1(C(NC(NC1=O)=O)=O)C1=CC=C(C=C1)C)C (5,5-di(p-tolyl)-barbituric acid). As a reaction SMILES: O.[NH:2]1[C:10](=[O:11])[C:8](=O)[C:6](=[O:7])[NH:5][C:3]1=[O:4].S(=O)(=O)(O)O.[C:17]1([CH3:23])[CH:22]=[CH:21][CH:20]=[CH:19][CH:18]=1>[Hg]>[C:17]1([CH3:23])[CH:22]=[CH:21][C:20]([C:8]2([C:20]3[CH:21]=[CH:22][C:17]([CH3:23])=[CH:18][CH:19]=3)[C:10](=[O:11])[NH:2][C:3](=[O:4])[NH:5][C:6]2=[O:7])=[CH:19][CH:18]=1 |f:0.1|. Procedure: In a 500 cc. 3-necked flask fitted with a reflux condenser, a mercury seal stirrer and a thermometer in a well, were placed 16 g. of alloxan monohydrate and 60 g. of sulfuric acid, sp.gr. 1.84. Then 75 cc. of toluene were added through the reflux condenser and the mixture heated in an oil-bath, with stirring for four and one-half hours at 75°-80°. After this time the reaction mixture was cooled, most of the toluene later decanted, and the sirupy sulfuric acid later poured into 150 cc. of cold wa... Reaction SMILES: [NH2:1][C:2]1O[C:4]2[C:9]([CH:10]([C:14]3[CH:19]=[C:18]([O:20][CH3:21])[C:17]([O:22][CH3:23])=[C:16]([Br:24])[CH:15]=3)[C:11]=1C#N)=[CH:8][C:7]1[CH:25]=[CH:26][CH:27]=[CH:28][C:6]=1[CH:5]=2.CI.C(=O)([O-])[O-].[K+].[K+].[CH3:37][N:38]([CH3:41])[CH:39]=[O:40]>>[CH3:37][N:38]([CH3:41])[C:39]1[O:40][C:4]2[C:9]([CH:10]([C:14]3[CH:19]=[C:18]([O:20][CH3:21])[C:17]([O:22][CH3:23])=[C:16]([Br:24])[CH:15]=3)[C:11]=1[C:2]#[N:1])=[CH:8][C:7]1[CH:25]=[CH:26][CH:27]=[CH:28][C:6]=1[CH:5]=2 |f:2.3.4|. Product: CN(C=1OC2=CC3=C(C=C2C(C1C#N)C1=CC(=C(C(=C1)OC)OC)Br)C=CC=C3)C (2-Dimethylamino-4-(3-bromo-4,5-dimethoxy-phenyl)-4H-benzo[g]chromene-3-carbonitrile). Procedure: 2-Amino-4-(3-bromo-4,5-dimethoxy-phenyl)-4H-benzo[g]chromene-3-carbonitrile (30) (24 mg) was taken in 1 ml dry DMF (dimethylformamide) and then charged with methyl iodide (30 μl) and potassium carbonate (30 mg) at room temperature. The reaction was completed after 20 h stirring at room temperature. The title compound was purified on HPLC (21 mm×250 mm, RP18, 5 mm) with a Methanol/water gradient (5% MeOH to MeOH in 25 min, flow 21 ml/min) to yield pale yellowish solids (18 mg). Conditions: time 20 hour. Reactants: NC=1OC2=CC3=C(C=C2C(C1C#N)C1=CC(=C(C(=C1)OC)OC)Br)C=CC=C3 (2-Amino-4-(3-bromo-4,5-dimethoxy-phenyl)-4H-benzo[g]chromene-3-carbonitrile), CN(C=O)C (DMF), CI (methyl iodide), C([O-])([O-])=O.[K+].[K+] (potassium carbonate). Starting materials: [Br-], CC(=O)Nc1sc2ccccc2c1C(=O)[O-], CCBr, CC[Mg+], [Mg], Nc1cccs1, C1CCOC1. Yields the product CC(=O)Nc1sc2ccccc2c1C(=O)Nc1cccs1. As a reaction SMILES: [Br-:5].[C:15]([CH3:16])(=[O:17])[NH:18][c:19]1[c:20]([C:28](=[O:29])[O-:30])[c:21]2[c:22]([s:23]1)[cH:24][cH:25][cH:26][cH:27]2.[CH2:2]([Br:3])[CH3:4].[CH2:6]([Mg+:7])[CH3:8].[Mg:1].[NH2:9][c:10]1[s:11][cH:12][cH:13][cH:14]1.[O:31]1[CH2:32][CH2:33][CH2:34][CH2:35]1>>[NH:9]([c:10]1[s:11][cH:12][cH:13][cH:14]1)[C:28]([c:20]1[c:19]([NH:18][C:15]([CH3:16])=[O:17])[s:23][c:22]2[c:21]1[cH:27][cH:26][cH:25][cH:24]2)=[O:29]. Starting materials: C1CCOC1, CCOC(C)=O, O=C(Cl)c1cc(Cl)ccn1, NCCCCN1CCCC1. The product is O=C(NCCCCN1CCCC1)c1cc(Cl)ccn1. As a reaction SMILES: [CH2:21]1[O:22][CH2:23][CH2:24][CH2:25]1.[CH3:26][CH2:27][O:28][C:29]([CH3:30])=[O:31].[Cl:1][c:2]1[cH:3][c:4]([C:8](=[O:9])[Cl:10])[n:5][cH:6][cH:7]1.[N:11]1([CH2:16][CH2:17][CH2:18][CH2:19][NH2:20])[CH2:12][CH2:13][CH2:14][CH2:15]1>>[Cl:1][c:2]1[cH:3][c:4]([C:8](=[O:9])[NH:20][CH2:19][CH2:18][CH2:17][CH2:16][N:11]2[CH2:12][CH2:13][CH2:14][CH2:15]2)[n:5][cH:6][cH:7]1. Starting materials: C1(CC1)S(=O)(=O)C1=CC=C(C=C1)C(CC1CCOCC1)C1=CC=C(N1)C1=CC=C(C=N1)SCC(=O)OCC (ethyl {[6-(5-{1-[4-(cyclopropylsulfonyl)phenyl]-2-(tetrahydro-2H-pyran-4-yl)ethyl}-1H-pyrrol-2-yl)pyridin-3-yl]sulfanyl}acetate), [OH-].[Na+] (sodium hydroxide), Cl (hydrochloric acid). Solvent: CO (methanol). Run at temperature 50 celsius, time 2 hour. Product: C1(CC1)S(=O)(=O)C1=CC=C(C=C1)C(CC1CCOCC1)C1=CC=C(N1)C1=CC=C(C=N1)SCC(=O)O ({[6-(5-{1-[4-(cyclopropylsulfonyl)phenyl]-2-(tetrahydro-2H-pyran-4-yl)ethyl}-1H-pyrrol-2-yl)pyridin-3-yl]sulfanyl}acetic acid). Isolated yield 70.2%. Reaction SMILES: [CH:1]1([S:4]([C:7]2[CH:12]=[CH:11][C:10]([CH:13]([C:21]3[NH:25][C:24]([C:26]4[N:31]=[CH:30][C:29]([S:32][CH2:33][C:34]([O:36]CC)=[O:35])=[CH:28][CH:27]=4)=[CH:23][CH:22]=3)[CH2:14][CH:15]3[CH2:20][CH2:19][O:18][CH2:17][CH2:16]3)=[CH:9][CH:8]=2)(=[O:6])=[O:5])[CH2:3][CH2:2]1.[OH-].[Na+].Cl>CO>[CH:1]1([S:4]([C:7]2[CH:12]=[CH:11][C:10]([CH:13]([C:21]3[NH:25][C:24]([C:26]4[N:31]=[CH:30][C:29]([S:32][CH2:33][C:34]([OH:36])=[O:35])=[CH:28][CH:27]=4)=[CH:23][CH:22]=3)[CH2:14][CH:15]3[CH2:20][CH2:19][O:18][CH2:17][CH2:16]3)=[CH:9][CH:8]=2)(=[O:5])=[O:6])[CH2:3][CH2:2]1 |f:1.2|. Procedure: To a solution of ethyl {[6-(5-{1-[4-(cyclopropylsulfonyl)phenyl]-2-(tetrahydro-2H-pyran-4-yl)ethyl}-1H-pyrrol-2-yl)pyridin-3-yl]sulfanyl}acetate (75 mg) in methanol (3 mL) was added 2M aqueous sodium hydroxide solution (170 μL), and the mixture was stirred at 50° C. for 2 hr. After cooling to room temperature, the reaction mixture was neutralized with 1M hydrochloric acid, and the mixture was extracted with ethyl acetate. The ethyl acetate layer was washed with saturated brine, dried (MgSO4) and... Starting materials: N1=CC=CC=C1 (pyridine), NC1=C(C=CC(=N1)N1C[C@H](N([C@H](C1)C)C(=O)OC(C)(C)C)C)OC (1,1-Dimethylethyl (2R,6S)-4-[6-amino-5-(methyloxy)-2-pyridinyl]-2,6-dimethyl-1-piperazinecarboxylate), BrC1=CC(=C(C=C1)S(=O)(=O)Cl)Cl (4-Bromo-2-chlorobenzenesulfonyl chloride). Solvent: C(Cl)Cl (DCM), C(Cl)Cl (DCM). Product: BrC1=CC(=C(C=C1)S(=O)(=O)NC1=C(C=CC(=N1)N1C[C@H](N([C@H](C1)C)C(=O)OC(C)(C)C)C)OC)Cl (1,1-Dimethylethyl (2R,6S)-4-[6-{[(4-bromo-2-chlorophenyl)sulfonyl]amino}-5-(methyloxy)-2-pyridinyl]-2,6-dimethyl-1-piperazinecarboxylate). Reaction SMILES: [NH2:1][C:2]1[N:7]=[C:6]([N:8]2[CH2:13][C@H:12]([CH3:14])[N:11]([C:15]([O:17][C:18]([CH3:21])([CH3:20])[CH3:19])=[O:16])[C@H:10]([CH3:22])[CH2:9]2)[CH:5]=[CH:4][C:3]=1[O:23][CH3:24].N1C=CC=CC=1.[Br:31][C:32]1[CH:37]=[CH:36][C:35]([S:38](Cl)(=[O:40])=[O:39])=[C:34]([Cl:42])[CH:33]=1>C(Cl)Cl>[Br:31][C:32]1[CH:37]=[CH:36][C:35]([S:38]([NH:1][C:2]2[N:7]=[C:6]([N:8]3[CH2:9][C@H:10]([CH3:22])[N:11]([C:15]([O:17][C:18]([CH3:19])([CH3:21])[CH3:20])=[O:16])[C@H:12]([CH3:14])[CH2:13]3)[CH:5]=[CH:4][C:3]=2[O:23][CH3:24])(=[O:39])=[O:40])=[C:34]([Cl:42])[CH:33]=1. Reported procedure: 1,1-Dimethylethyl (2R,6S)-4-[6-amino-5-(methyloxy)-2-pyridinyl]-2,6-dimethyl-1-piperazinecarboxylate (D12)(1.0 g, 2.97 mmol) was dissolved in DCM (10 mL) and pyridine (10 mL) and then cooled to 0° C. 4-Bromo-2-chlorobenzenesulfonyl chloride (0.946 g, 3.27 mmol), dissolved in DCM (5 mL) was then added dropwise and the reaction then allowed to warm to rt overnight. The reaction was then evaporated to a minimum and redissolved in DCM (100 mL) and washed with water (50 mL). Aqueous layer was extract... The reactants are OC1CCNCC1 (4-hydroxypiperidine), O (Water), C1(CC1)C(=O)C(C1=C(C=CC=C1)F)Br (α-cyclopropylcarbonyl-2-fluorobenzyl bromide), C([O-])([O-])=O.[K+].[K+] (potassium carbonate). Run in CN(C=O)C (dimethylformamide). Conditions: time 2 hour. Yields the product C1(CC1)C(=O)C(C1=C(C=CC=C1)F)N1CCC(CC1)O (1-(α-Cyclopropylcarbonyl-2-fluorobenzyl)-4-hydroxypiperidine), oil. Isolated yield 93.0%. RXN SMILES: [OH:1][CH:2]1[CH2:7][CH2:6][NH:5][CH2:4][CH2:3]1.[CH:8]1([C:11]([CH:13](Br)[C:14]2[CH:19]=[CH:18][CH:17]=[CH:16][C:15]=2[F:20])=[O:12])[CH2:10][CH2:9]1.C(=O)([O-])[O-].[K+].[K+].O>CN(C)C=O>[CH:8]1([C:11]([CH:13]([N:5]2[CH2:6][CH2:7][CH:2]([OH:1])[CH2:3][CH2:4]2)[C:14]2[CH:19]=[CH:18][CH:17]=[CH:16][C:15]=2[F:20])=[O:12])[CH2:10][CH2:9]1 |f:2.3.4|. Reported procedure: 3.13 g (31 mmol) of 4-hydroxypiperidine were dissolved in 30 ml of dimethylformamide (DMF), followed by the addition of 7.94 g (31 mmol) of α-cyclopropylcarbonyl-2-fluorobenzyl bromide and 4.7 g (34 mmol) of potassium carbonate. The resulting mixture was stirred at room temperature for 2 hours. Water was added to the reaction mixture and the resulting mixture was extracted with toluene. The organic layer thus obtained was dried over anhydrous sodium sulfate. The solvent was concentrated under re... The reactants are IC1=CC(=NC=C1)N (4-iodo-pyridin-2-ylamine), ClCC=O (chloroacetaldehyde). Run in C(C)O (ethanol). Run at temperature 83 celsius, time 15 hour. The product is IC1=CC=2N(C=C1)C=CN2 (7-Iodo-imidazo[1,2-a]pyridine). The yield is 31.6%. RXN SMILES: [I:1][C:2]1[CH:7]=[CH:6][N:5]=[C:4]([NH2:8])[CH:3]=1.Cl[CH2:10][CH:11]=O>C(O)C>[I:1][C:2]1[CH:7]=[CH:6][N:5]2[CH:10]=[CH:11][N:8]=[C:4]2[CH:3]=1. Procedure details: Combine 4-iodo-pyridin-2-ylamine (4.00 g, 18.18 mmol) and chloroacetaldehyde (2.77 mL, 21.82 mmol) in ethanol (40 mL). Attach a reflux condenser, and heat the mixture to 83° C., stir overnight (15 hours), and cool to room temperature. Filter the resulting solution to yield the product as a tan solid (1.40 g, 32%). MS(ES), m/z 245 (M+1) Reactants: ClC1=C2C(NC(=N1)C)=CC(=N2)C2=CC=CC=C2 (4-chloro-2-methyl-6-phenylpyrrolo[3,2-d]pyrimidine), N1CCNCC1 (piperazine), C(=O)([O-])[O-].[K+].[K+] (K2CO3). Run in O (H2O), CCOC(=O)C (EtOAc). The product is CC1=NC(=C2C(N1)=CC(=N2)C2=CC=CC=C2)N2CCNCC2 (2-Methyl-6-phenyl-4-piperazinylpyrrolo[3,2-d]pyrimidine). Yield: 29.1%. RXN SMILES: Cl[C:2]1[N:7]=[C:6]([CH3:8])[NH:5][C:4]2=[CH:9][C:10]([C:12]3[CH:17]=[CH:16][CH:15]=[CH:14][CH:13]=3)=[N:11][C:3]=12.[NH:18]1[CH2:23][CH2:22][NH:21][CH2:20][CH2:19]1.C([O-])([O-])=O.[K+].[K+]>O.CCOC(C)=O>[CH3:8][C:6]1[NH:5][C:4]2=[CH:9][C:10]([C:12]3[CH:17]=[CH:16][CH:15]=[CH:14][CH:13]=3)=[N:11][C:3]2=[C:2]([N:18]2[CH2:23][CH2:22][NH:21][CH2:20][CH2:19]2)[N:7]=1 |f:2.3.4|. Procedure details: This compound was prepared according to the method described in Example 26 by employing 4-chloro-2-methyl-6-phenylpyrrolo[3,2-d]pyrimidine (Example 1(e)) (0.10 g, 0.41 mmol), piperazine (Aldrich Chemical Company) (0.382 g, 4.43 mmol) and K2CO3 (0.34 g, 2.50 mmol) in H2O (2.5 mL) to give crude pink solids. These solids were taken up in hot EtOAc, cooled to room temperature, and the impurities were removed by filtration. The filtrate was concentrated to give 0.035 g (29%) of the title compound as ... Starting materials: CCc1cc2c(cc1CC)C(=CC#N)OC2=O, Cl. Product: CCc1cc2c(cc1CC)C(=O)C(C#N)C2=O. Reaction SMILES: [C:1](#[N:2])[CH:3]=[C:4]1[O:5][C:6](=[O:7])[c:8]2[cH:9][c:10]([CH2:16][CH3:17])[c:11]([CH2:14][CH3:15])[cH:12][c:13]21.[ClH:18]>>[C:1](#[N:2])[CH:3]1[C:4](=[O:5])[c:13]2[c:8]([cH:9][c:10]([CH2:16][CH3:17])[c:11]([CH2:14][CH3:15])[cH:12]2)[C:6]1=[O:7].